From a dataset of the Open Reaction Database (ORD), a public repository of structured organic reaction records. describe an organic reaction: reactants, conditions, products, and yield Run in ClCCl (dichloromethane), CO (methanol), O (water). Yields the product CC=1C=C(C=C(C1OCC1=CC=CC=C1)C)O (3,5-Dimethyl-4-(phenylmethoxy)phenol). Isolated yield 47.3%. Procedure details: A solution of 18.0 g (75 mmol) of 3,5-dimethyl-4-(phenylmethoxy)benzaldehyde (Example F) and 17.1 g of 85% meta-chloroperbenzoic acid (14.5 g contained; 1.2×75 mmol) in 600 mL of dichloromethane is stirred at reflux for 16 hours. The cooled solution is stirred with 2×150 mL saturated sodium bicarbonate solution, 150 mL of 10% sodium bisulfite solution, then dried (magnesium sulfate) and evaporated leaving 15.2 g of a turbid oil. A solution of the latter in 225 mL of methanol is stirred at ambien... Starting materials: CC=1C=C(C=O)C=C(C1OCC1=CC=CC=C1)C (3,5-Dimethyl-4-(phenylmethoxy)benzaldehyde), ClC1=CC(=CC=C1)C(=O)OO (meta-chloroperbenzoic acid), C([O-])(O)=O.[Na+] (sodium bicarbonate), S([O-])(O)=O.[Na+] (sodium bisulfite), [OH-].[K+] (potassium hydroxide). Reaction SMILES: [CH3:1][C:2]1[CH:3]=[C:4]([CH:7]=[C:8]([CH3:18])[C:9]=1[O:10][CH2:11][C:12]1[CH:17]=[CH:16][CH:15]=[CH:14][CH:13]=1)C=O.ClC1C=CC=C(C(OO)=[O:27])C=1.C(=O)(O)[O-].[Na+].S(=O)(O)[O-].[Na+].[OH-].[K+]>ClCCl.CO.O>[CH3:1][C:2]1[CH:3]=[C:4]([OH:27])[CH:7]=[C:8]([CH3:18])[C:9]=1[O:10][CH2:11][C:12]1[CH:17]=[CH:16][CH:15]=[CH:14][CH:13]=1 |f:2.3,4.5,6.7|. Starting materials: [N+](=O)([O-])CC(=CCO)C (4-nitro-3-methyl-2-butenol), C(CCCCCCCCCCCCCCC)(=O)Cl (palmitoylchloride). The solvent is C1=CC=CC=C1 (benzene). Reaction conditions: time 8 hour. The product is CC(=CCO)C[N+](=O)[O-].C(CCCCCCCCCCCCCCC)(=O)[O-] (3-methyl-4-nitro-2-buten-1-ol hexadecanoate). As a reaction SMILES: [N+:1]([CH2:4][C:5]([CH3:9])=[CH:6][CH2:7][OH:8])([O-:3])=[O:2].[C:10](Cl)(=[O:26])[CH2:11][CH2:12][CH2:13][CH2:14][CH2:15][CH2:16][CH2:17][CH2:18][CH2:19][CH2:20][CH2:21][CH2:22][CH2:23][CH2:24][CH3:25]>C1C=CC=CC=1>[CH3:9][C:5]([CH2:4][N+:1]([O-:3])=[O:2])=[CH:6][CH2:7][OH:8].[C:10]([O-:26])(=[O:2])[CH2:11][CH2:12][CH2:13][CH2:14][CH2:15][CH2:16][CH2:17][CH2:18][CH2:19][CH2:20][CH2:21][CH2:22][CH2:23][CH2:24][CH3:25] |f:3.4|. Reported procedure: To 0.1 Mol of 4-nitro-3-methyl-2-butenol in benzene was added 0.1 Mol of palmitoylchloride and stirred overnight. The benzene was evaporated and the residue was taken up in sat. sodiumbicarbonate solution and extracted with ether. The product was crystallized from a 95% ethanol-water solution. Off white crystals, m.p. 30.5°-31.5° C., were obtained. Reactants: C=CCN1C(=O)C2CC=CCC2C1=O, CCCCCCCC[N+](C)(CCCCCCCC)CCCCCCCC, NCP(=O)(O)O, OO, O=S(=O)([O-])O. Yields the product C=CCN1C(=O)C2CC3OC3CC2C1=O. Reaction SMILES: [CH2:1]([CH:2]=[CH2:3])[N:4]1[C:5](=[O:6])[CH:7]2[CH:8]([CH2:9][CH:10]=[CH:11][CH2:12]2)[C:13]1=[O:14].[CH3:26][N+:27]([CH2:28][CH2:29][CH2:30][CH2:31][CH2:32][CH2:33][CH2:34][CH3:35])([CH2:36][CH2:37][CH2:38][CH2:39][CH2:40][CH2:41][CH2:42][CH3:43])[CH2:44][CH2:45][CH2:46][CH2:47][CH2:48][CH2:49][CH2:50][CH3:51].[NH2:15][CH2:16][P:17]([OH:18])(=[O:19])[OH:20].[OH:52][OH:53].[S:21]([O-:22])([OH:23])(=[O:24])=[O:25]>>[CH2:1]([CH:2]=[CH2:3])[N:4]1[C:5](=[O:6])[CH:7]2[CH:8]([CH2:9][CH:10]3[CH:11]([CH2:12]2)[O:18]3)[C:13]1=[O:14]. The reactants are [OH-].[K+] (potassium hydroxide), ice water, Cl (hydrochloric acid), C(C)(C)O (isopropyl alcohol), CC(=CC(=O)OCC)CC(C=C(CCC=C(CCC=C(CCC=C(C)C)C)C)C)S(=O)(=O)C1=CC=C(C=C1)C (ethyl 3,7,11,15,19-pentamethyl-5-p-tolylsulfonyl-2,6,10,14,18-eicosapentaenoate). The solvent is CCCCCC (n-hexane). Yields the product CC(=CC(=O)O)C=CC=C(CCC=C(CCC=C(CCC=C(C)C)C)C)C (3,7,11,15,19-Pentamethyl-2,4,6,10,14,18-eicosahexaenoic acid). Reaction SMILES: [OH-].[K+].C(O)(C)C.[CH3:7][C:8]([CH2:15][CH:16](S(C1C=CC(C)=CC=1)(=O)=O)[CH:17]=[C:18]([CH3:35])[CH2:19][CH2:20][CH:21]=[C:22]([CH3:34])[CH2:23][CH2:24][CH:25]=[C:26]([CH3:33])[CH2:27][CH2:28][CH:29]=[C:30]([CH3:32])[CH3:31])=[CH:9][C:10]([O:12]CC)=[O:11].Cl>CCCCCC>[CH3:7][C:8]([CH:15]=[CH:16][CH:17]=[C:18]([CH3:35])[CH2:19][CH2:20][CH:21]=[C:22]([CH3:34])[CH2:23][CH2:24][CH:25]=[C:26]([CH3:33])[CH2:27][CH2:28][CH:29]=[C:30]([CH3:32])[CH3:31])=[CH:9][C:10]([OH:12])=[O:11] |f:0.1|. Reported procedure: To 4.1 g. of potassium hydroxide in 50 ml. of isopropyl alcohol was added 12 g. of the above-obtained ethyl 3,7,11,15,19-pentamethyl-5-p-tolylsulfonyl-2,6,10,14,18-eicosapentaenoate, and the mixture was stirred at 50° C. for 3 hours. The reaction liquid was poured into ice-water, made acidic by addition of hydrochloric acid, and extracted with 100 ml. of diethyl ether. The extract was washed with water, dried over magnesium sulfate and evaporated to remove the solvent. There was obtained 8.5 g. ... The reactants are N1[C@@H](CC2=CC=CC=C12)C(=O)O ((S)-(−)-indoline-2-carboxylic acid), CC(=O)C (acetone), C([O-])([O-])=O.[K+].[K+] (potassium carbonate), CI (methyliodide), CN(C=O)C (N,N-dimethylformamide). Product: COC(=O)[C@H]1N(C2=CC=CC=C2C1)C ((2S)-1-methylindoline-2-carboxylic methyl ester). Reaction SMILES: N1C2[C:4](=[CH:5][CH:6]=CC=2)[CH2:3][C@H:2]1[C:10](O)=O.[CH3:13]C(C)=O.[C:17](=[O:20])([O-])[O-:18].[K+].[K+].CI.[CH3:25][N:26]([CH3:29])[CH:27]=O>>[CH3:13][O:18][C:17]([C@@H:27]1[CH2:6][C:5]2[C:25](=[CH:10][CH:2]=[CH:3][CH:4]=2)[N:26]1[CH3:29])=[O:20] |f:2.3.4|. Procedure: (S)-(−)-indoline-2-carboxylic acid (2.0 g) was dissolved to a mixture of acetone (20 ml) and N,N-dimethylformamide (20 ml), and potassium carbonate (6.78 g) and methyliodide (3.05 ml) were added at room temperature. The reactive mixture was stirred at room temperature over night, and then filtered. The filtrate was concentrated by vacuum concentration and the obtained residue was diluted with ethyl acetate. The solution is poured into water and the water layer has been extracted by ethyl acetate... Reactants: C1(=CC=CC=C1)C(C(=O)O)CC (2-Phenylbutyric acid), CO (methanol), Cl (HCl). Yields the product C1(=CC=CC=C1)C(C(=O)OC)CC (Methyl 2-phenylbutanoate). RXN SMILES: [C:1]1([CH:7]([CH2:11][CH3:12])[C:8]([OH:10])=[O:9])[CH:6]=[CH:5][CH:4]=[CH:3][CH:2]=1.Cl.[CH3:14]O>>[C:1]1([CH:7]([CH2:11][CH3:12])[C:8]([O:10][CH3:14])=[O:9])[CH:6]=[CH:5][CH:4]=[CH:3][CH:2]=1. Reported procedure: 2-Phenylbutyric acid (10 g, 61 mmole) was dissolved in methanol (30 ml) treated with concentrated HCl (1 ml) and heated at reflux for 20 hours. The heating was stopped and the reaction mixture cooled to room temperature. The solvent was removed in vacuo and the oily residue was treated with ethyl acetate (100 ml). The organic layer was washed with saturated sodium bicarbonate solution and saturated sodium chloride solution, dried (Na2SO4), filtered and concentrated in vacuo to give the title com... The reactants are COC(=O)C(CC1CCCCC1)N1CC(Oc2cccc(Cl)c2Cl)=CC1=O, [Li+], C1CCOC1, [OH-], O. The product is O=C(O)C(CC1CCCCC1)N1CC(Oc2cccc(Cl)c2Cl)=CC1=O. RXN SMILES: [CH3:1][O:2][C:3]([CH:4]([CH2:5][CH:6]1[CH2:7][CH2:8][CH2:9][CH2:10][CH2:11]1)[N:12]1[C:13](=[O:26])[CH:14]=[C:15]([O:17][c:18]2[c:19]([Cl:25])[c:20]([Cl:24])[cH:21][cH:22][cH:23]2)[CH2:16]1)=[O:27].[Li+:28].[O:31]1[CH2:32][CH2:33][CH2:34][CH2:35]1.[OH-:29].[OH2:30]>>[O:2]=[C:3]([CH:4]([CH2:5][CH:6]1[CH2:7][CH2:8][CH2:9][CH2:10][CH2:11]1)[N:12]1[C:13](=[O:26])[CH:14]=[C:15]([O:17][c:18]2[c:19]([Cl:25])[c:20]([Cl:24])[cH:21][cH:22][cH:23]2)[CH2:16]1)[OH:27]. Reactants: BrCCOC (1-bromo-2-methoxyethane), CC1(OB(OC1(C)C)C=1C=NNC1)C (4-(4,4,5,5-tetramethyl-1,3,2-dioxaborolan-2-yl)-1H-pyrazole), C([O-])([O-])=O.[Cs+].[Cs+] (cesium carbonate), BrCCOC (1-bromo-2-methoxyethane). Solvent: CN(C)C=O (DMF), O (water). Run at time 1 hour. Product: COCCN1N=CC(=C1)B1OC(C(O1)(C)C)(C)C (1-(2-methoxyethyl)-4-(4,4,5,5-tetramethyl-1,3,2-dioxaborolan-2-yl)-1H-pyrazole). The yield is 116.1%. Reaction SMILES: [CH3:1][C:2]1([CH3:14])[C:6]([CH3:8])([CH3:7])[O:5][B:4]([C:9]2[CH:10]=[N:11][NH:12][CH:13]=2)[O:3]1.C(=O)([O-])[O-].[Cs+].[Cs+].Br[CH2:22][CH2:23][O:24][CH3:25]>CN(C=O)C.O>[CH3:25][O:24][CH2:23][CH2:22][N:12]1[CH:13]=[C:9]([B:4]2[O:5][C:6]([CH3:7])([CH3:8])[C:2]([CH3:14])([CH3:1])[O:3]2)[CH:10]=[N:11]1 |f:1.2.3|. Procedure details: A solution of 4-(4,4,5,5-tetramethyl-1,3,2-dioxaborolan-2-yl)-1H-pyrazole (0.8 g, 4.1 mmol), cesium carbonate (2.0 g, 6.2 mmol), and 1-bromo-2-methoxyethane (0.41 mL, 4.3 mmol) in DMF (14 mL) was heated in a microwave at 90° C. for 1 hr. After the initial heating, additional 1-bromo-2-methoxyethane (0.41 mL) was added to the reaction. Heating was repeated for an additional 1 hr. The crude reaction mixtures were then diluted with water (250 mL) and extracted with ethyl acetate (3×50 mL). Product ...